Task: describe an organic reaction: reactants, conditions, products, and yield. Dataset: the Open Reaction Database (ORD), a public repository of structured organic reaction records Reactants: Cc1cccc(CBr)n1, CN(C)C=O, Cc1cc(C(=O)c2c[nH]c3ccccc3c2=O)ccn1, [H-], [Na+]. Yields the product Cc1cc(C(=O)c2cn(Cc3cccc(C)n3)c3ccccc3c2=O)ccn1. Reaction SMILES: [Br:23][CH2:24][c:25]1[n:26][c:27]([CH3:31])[cH:28][cH:29][cH:30]1.[CH3:32][N:33]([CH3:34])[CH:35]=[O:36].[CH3:3][c:4]1[n:5][cH:6][cH:7][c:8]([C:10](=[O:11])[c:12]2[cH:13][nH:14][c:15]3[cH:16][cH:17][cH:18][cH:19][c:20]3[c:21]2=[O:22])[cH:9]1.[H-:1].[Na+:2]>>[CH3:3][c:4]1[n:5][cH:6][cH:7][c:8]([C:10](=[O:11])[c:12]2[cH:13][n:14]([CH2:24][c:25]3[n:26][c:27]([CH3:31])[cH:28][cH:29][cH:30]3)[c:15]3[cH:16][cH:17][cH:18][cH:19][c:20]3[c:21]2=[O:22])[cH:9]1.